Task: describe an organic reaction: reactants, conditions, products, and yield. Dataset: the Open Reaction Database (ORD), a public repository of structured organic reaction records Reactants: acid chloride, Cl.NC1[C@@H]2N(C(=C(CS2)CCl)C(=O)OC(C2=CC=CC=C2)C2=CC=CC=C2)C1=O (diphenylmethyl 7-amino-3-chloromethyl-3-cephem-4-carboxylate hydrochloride), N,O-bis-(trimethylsilyl)acetamide, NC1=NC(=NS1)C(C(=O)O)=NOC (2-(5-amino-1,2,4-thiadiazol-3-yl)-2-methoxyiminoacetic acid), P(Cl)(Cl)(Cl)(Cl)Cl (PCl5). Solvent: C(Cl)Cl (CH2Cl2), C(Cl)Cl (CH2Cl2). Run at time 20 minute. Yields the product NC1=NC(=NS1)C(C(=O)NC1[C@@H]2N(C(=C(CS2)CCl)C(=O)OC(C2=CC=CC=C2)C2=CC=CC=C2)C1=O)=NOC (Diphenylmethyl 7-[2-(5-Amino-1,2,4-thiadiazol-3-yl)-2-methoxyiminoacetamido]-3-chloromethyl-3-cephem-4-carboxylate). Reaction SMILES: [NH2:1][C:2]1[S:6][N:5]=[C:4]([C:7](=[N:11][O:12][CH3:13])[C:8]([OH:10])=O)[N:3]=1.P(Cl)(Cl)(Cl)(Cl)Cl.Cl.[NH2:21][CH:22]1[C:47](=[O:48])[N:24]2[C:25]([C:31]([O:33][CH:34]([C:41]3[CH:46]=[CH:45][CH:44]=[CH:43][CH:42]=3)[C:35]3[CH:40]=[CH:39][CH:38]=[CH:37][CH:36]=3)=[O:32])=[C:26]([CH2:29][Cl:30])[CH2:27][S:28][C@H:23]12>C(Cl)Cl>[NH2:1][C:2]1[S:6][N:5]=[C:4]([C:7](=[N:11][O:12][CH3:13])[C:8]([NH:21][CH:22]2[C:47](=[O:48])[N:24]3[C:25]([C:31]([O:33][CH:34]([C:35]4[CH:36]=[CH:37][CH:38]=[CH:39][CH:40]=4)[C:41]4[CH:46]=[CH:45][CH:44]=[CH:43][CH:42]=4)=[O:32])=[C:26]([CH2:29][Cl:30])[CH2:27][S:28][C@H:23]23)=[O:10])[N:3]=1 |f:2.3|. Procedure details: To a stirred suspension of 2-(5-amino-1,2,4-thiadiazol-3-yl)-2-methoxyiminoacetic acid (III-1), (2.1 g, 10 mmole) in dry CH2Cl2 (50 ml) was added PCl5 (2.09 g, 10 mmole) at -30° C., and the mixture was stirred for 20 minutes at -15° to -20° C. To the above acid chloride solution was added a solution of diphenylmethyl 7-amino-3-chloromethyl-3-cephem-4-carboxylate hydrochloride (II) (4.5 g, 10 mmole) in CH2Cl2 (50 ml) containing N,O-bis-(trimethylsilyl)acetamide (10 g, 50 mmole) at -30° C. After s... Starting materials: [N+](=O)([O-])C1=CC(=C(C(=O)NC=2C=C(C=C3C=C(C=C(C23)S(=O)(=O)O)S(=O)(=O)O)S(=O)(=O)O)C=C1)S(=O)(=O)O (8-(4-nitro-2-sulfobenzamido)-1,3,6-naphthalenetrisulfonic acid), C1C=CN(C=C1C(=O)N)C2C(C(C(O2)COP(=O)([O-])OP(=O)([O-])OCC3C(C(C(O3)N4C=NC5=C4N=CN=C5N)OP(=O)([O-])[O-])O)O)O.[Na+].[Na+].[Na+].[Na+] (tetrasodium). Reagents/catalysts: [Pd] (palladium-on-carbon). Run in O (water). Conditions: time 1 hour. Yields the product NC1=CC(=C(C(=O)NC=2C=C(C=C3C=C(C=C(C23)S(=O)(=O)O)S(=O)(=O)O)S(=O)(=O)O)C=C1)S(=O)(=O)O (8-(4-amino-2-sulfobenzamido)-1,3,6-naphthalenetrisulfonic acid). The yield is 89.6%. RXN SMILES: [N+:1]([C:4]1[CH:34]=[CH:33][C:7]([C:8]([NH:10][C:11]2[CH:12]=[C:13]([S:29]([OH:32])(=[O:31])=[O:30])[CH:14]=[C:15]3[C:20]=2[C:19]([S:21]([OH:24])(=[O:23])=[O:22])=[CH:18][C:17]([S:25]([OH:28])(=[O:27])=[O:26])=[CH:16]3)=[O:9])=[C:6]([S:35]([OH:38])(=[O:37])=[O:36])[CH:5]=1)([O-])=O.C1C(C(N)=O)=CN(C2OC(COP(OP(OCC3OC(N4C5N=CN=C(N)C=5N=C4)C(OP([O-])([O-])=O)C3O)([O-])=O)([O-])=O)C(O)C2O)C=C1.[Na+].[Na+].[Na+].[Na+]>O.[Pd]>[NH2:1][C:4]1[CH:34]=[CH:33][C:7]([C:8]([NH:10][C:11]2[CH:12]=[C:13]([S:29]([OH:32])(=[O:30])=[O:31])[CH:14]=[C:15]3[C:20]=2[C:19]([S:21]([OH:24])(=[O:23])=[O:22])=[CH:18][C:17]([S:25]([OH:28])(=[O:26])=[O:27])=[CH:16]3)=[O:9])=[C:6]([S:35]([OH:38])(=[O:37])=[O:36])[CH:5]=1 |f:1.2.3.4.5|. Procedure: A mixture of 42.4 g of 8-(4-nitro-2-sulfobenzamido)-1,3,6-naphthalenetrisulfonic acid, tetrasodium salt, and 1.5 g of 10% palladium-on-carbon in 150 ml of water was hydrogenated in a Parr shaker for one hour. The mixture was filtered through diatomaceous earth. The filtrate was concentrated to about 130 ml and poured with vigorous stirring into 500 ml of absolute ethanol. The resulting gum was collected by filtration through diatomaceous earth and then dissolved from the diatomaceous earth with ... Starting materials: CCOC(=O)N1c2ccccc2C=CC1OCC, CC(C)(C)C(=O)NN, CC1(C)OC2C(C(=O)O)OC(n3cnc4c(Cl)ncnc43)C2O1, O=C(O)CC(O)(CC(=O)O)C(=O)O. The product is CC1(C)OC2C(C(=O)NNC(=O)C(C)(C)C)OC(n3cnc4c(Cl)ncnc43)C2O1. RXN SMILES: [CH2:32]([O:33][CH:34]1[CH:35]=[CH:36][c:37]2[c:38]([cH:39][cH:40][cH:41][cH:42]2)[N:43]1[C:44]([O:45][CH2:46][CH3:47])=[O:48])[CH3:49].[CH3:24][C:25]([C:26](=[O:27])[NH:28][NH2:29])([CH3:30])[CH3:31].[Cl:1][c:2]1[c:3]2[n:4][cH:5][n:6]([CH:11]3[O:12][CH:13]([C:21](=[O:22])[OH:23])[CH:14]4[CH:15]3[O:16][C:17]([CH3:19])([CH3:20])[O:18]4)[c:7]2[n:8][cH:9][n:10]1.[OH:50][C:51]([CH2:52][C:53]([C:54](=[O:55])[OH:56])([CH2:57][C:58](=[O:59])[OH:60])[OH:61])=[O:62]>>[Cl:1][c:2]1[c:3]2[n:4][cH:5][n:6]([CH:11]3[O:12][CH:13]([C:21](=[O:22])[NH:29][NH:28][C:26]([C:25]([CH3:24])([CH3:30])[CH3:31])=[O:27])[CH:14]4[CH:15]3[O:16][C:17]([CH3:19])([CH3:20])[O:18]4)[c:7]2[n:8][cH:9][n:10]1. The reactants are BrC=1C=C2C(=NNC(C2=CC1)=O)Cl (6-bromo-4-chloro-2H-phthalazin-1-one), C[C@@H]1CN(CCN1)C1=C(CN)C=CC=C1 (2-((R)-3-methyl-piperazin-1-yl)-benzylamine), C=1C=CC(=CC1)P(C=2C=CC=CC2)C3=CC=C4C=CC=CC4=C3C5=C6C=CC=CC6=CC=C5P(C=7C=CC=CC7)C=8C=CC=CC8 (rac-BINAP), CC(C)(C)[O-].[Na+] (NaOtBu). The reagents and catalysts are C=1C=CC(=CC1)/C=C/C(=O)/C=C/C2=CC=CC=C2.C=1C=CC(=CC1)/C=C/C(=O)/C=C/C2=CC=CC=C2.C=1C=CC(=CC1)/C=C/C(=O)/C=C/C2=CC=CC=C2.[Pd].[Pd] (Pd2(dba)3). Solvent: CC(=O)N(C)C (DMA). The product is ClC1=NNC(C2C=CC(=CC12)NCC1=C(C=CC=C1)N1C[C@H](NCC1)C)=O (4-chloro-6-[2-((R)-3-methyl-piperazin-1-yl)-benzylamino]-4a,8a-dihydro-2H-phthalazin-1-one). Yield: 12.1%. Reaction SMILES: Br[C:2]1[CH:3]=[C:4]2[C:9](=[CH:10][CH:11]=1)[C:8](=[O:12])[NH:7][N:6]=[C:5]2[Cl:13].[CH3:14][C@H:15]1[NH:20][CH2:19][CH2:18][N:17]([C:21]2[CH:28]=[CH:27][CH:26]=[CH:25][C:22]=2[CH2:23][NH2:24])[CH2:16]1.C1C=CC(P(C2C(C3C(P(C4C=CC=CC=4)C4C=CC=CC=4)=CC=C4C=3C=CC=C4)=C3C(C=CC=C3)=CC=2)C2C=CC=CC=2)=CC=1.CC([O-])(C)C.[Na+]>CC(N(C)C)=O.C1C=CC(/C=C/C(/C=C/C2C=CC=CC=2)=O)=CC=1.C1C=CC(/C=C/C(/C=C/C2C=CC=CC=2)=O)=CC=1.C1C=CC(/C=C/C(/C=C/C2C=CC=CC=2)=O)=CC=1.[Pd].[Pd]>[Cl:13][C:5]1[CH:4]2[CH:9]([CH:10]=[CH:11][C:2]([NH:24][CH2:23][C:22]3[CH:25]=[CH:26][CH:27]=[CH:28][C:21]=3[N:17]3[CH2:18][CH2:19][NH:20][C@H:15]([CH3:14])[CH2:16]3)=[CH:3]2)[C:8](=[O:12])[NH:7][N:6]=1 |f:3.4,6.7.8.9.10|. Procedure: A mixture 6-bromo-4-chloro-2H-phthalazin-1-one (670 mg, 2.582 mmol), 2-((R)-3-methyl-piperazin-1-yl)-benzylamine (542 mg, 2.693 mmol), Pd2(dba)3 (246 mg, 0.269 mmol), rac-BINAP (505 mg, 0.811 mmol) and NaOtBu (774 mg, 8.054 mmol) in DMA (13 mL) was heated at 80° C. for 2 h. The mixture was allowed to cool, filtered through celite and rinsed with EtOAc (this layer was discarded), then MeOH. The MeOH filtrate was concentrated followed by column chromatography (EtOAc/MeOH+0.1% NH4OH) afforded 4-chl... The reactants are [N+](=O)([O-])C1=CC=C(C=C1)CCN1C(CNCC1)=O (1-[2-(4-Nitrophenyl)ethyl]piperazin-2-one), [N+](=O)([O-])C=1C=CC(=C(C(=O)OC)C1)CC=O (Methyl 5-nitro-2-(2-oxoethyl)benzoate). Yields the product [N+](=O)([O-])C=1C=CC(=C(C(=O)OC)C1)CCN1CC(N(CC1)CCC1=CC=C(C=C1)[N+](=O)[O-])=O (Methyl 5-nitro-2-(2-{4-[2-(4-nitrophenyl)ethyl]-3-oxopiperazin-1-yl}ethyl)benzoate). Reaction SMILES: [N+:1]([C:4]1[CH:9]=[CH:8][C:7]([CH2:10][CH2:11][N:12]2[CH2:17][CH2:16][NH:15][CH2:14][C:13]2=[O:18])=[CH:6][CH:5]=1)([O-:3])=[O:2].[N+:19]([C:22]1[CH:23]=[CH:24][C:25]([CH2:32][CH:33]=O)=[C:26]([CH:31]=1)[C:27]([O:29][CH3:30])=[O:28])([O-:21])=[O:20]>>[N+:19]([C:22]1[CH:23]=[CH:24][C:25]([CH2:32][CH2:33][N:15]2[CH2:16][CH2:17][N:12]([CH2:11][CH2:10][C:7]3[CH:8]=[CH:9][C:4]([N+:1]([O-:3])=[O:2])=[CH:5][CH:6]=3)[C:13](=[O:18])[CH2:14]2)=[C:26]([CH:31]=1)[C:27]([O:29][CH3:30])=[O:28])([O-:21])=[O:20]. Reported procedure: The title compound was prepared from 1-[2-(4-Nitrophenyl)ethyl]piperazin-2-one and Methyl 5-nitro-2-(2-oxoethyl)benzoate following essentially the same procedure as Example 6. The product was purified by mass-directed reverse phase HPLC (AcCN-Water with 0.1% TFA). LC-MS (IE, m/z): 457 [M+1]+. Reactants: C=O (paraformaldehyde), C(=O)O (formic acid), C(C)(C)(C)C1=CC=C(C=C1)C1=C(SC(=C1C#N)SC)C(=O)N (3-(4-tert-butyl-phenyl)-4-cyano-5-methylsulfanyl-thiophene-2-carboxylic acid amide). Run in CC#N (CH3CN). Product: C(C)(C)(C)C1=CC=C(C=C1)C1=C(SC(=C1C#N)SC)C#N (3-(4-tert-Butyl-phenyl)-5-methylsulfanyl-thiophene-2,4-dicarbonitrile). RXN SMILES: [C:1]([C:5]1[CH:10]=[CH:9][C:8]([C:11]2[C:15]([C:16]#[N:17])=[C:14]([S:18][CH3:19])[S:13][C:12]=2[C:20]([NH2:22])=O)=[CH:7][CH:6]=1)([CH3:4])([CH3:3])[CH3:2].C=O.C(O)=O>CC#N>[C:1]([C:5]1[CH:10]=[CH:9][C:8]([C:11]2[C:15]([C:16]#[N:17])=[C:14]([S:18][CH3:19])[S:13][C:12]=2[C:20]#[N:22])=[CH:7][CH:6]=1)([CH3:4])([CH3:2])[CH3:3]. Procedure details: Add 3-(4-tert-butyl-phenyl)-4-cyano-5-methylsulfanyl-thiophene-2-carboxylic acid amide(0.121 mmol) to 0.5 ml of CH3CN and add 18 mg paraformaldehyde and formic acid (1.59 mmol). Heat for 6 hrs. Concentrate and purify by radial chromatography eluting with ethyl acetate/hexanes to provide the title compound. 1H NMR (400 MHz, CDCl3) δ 7.39 (q, 4H, J=12.0 Hz), 2.80 (s, 3H) and 1.42 (s, 9H). Starting materials: COC(=O)c1cccc(Oc2ccc(Cl)cc2[N+](=O)[O-])c1, Cl[Sn]Cl. The product is COC(=O)c1cccc(Oc2ccc(Cl)cc2N)c1. Reaction SMILES: [CH3:1][O:2][C:3]([c:4]1[cH:5][c:6]([O:10][c:11]2[c:12]([N+:18]([O-:19])=[O:20])[cH:13][c:14]([Cl:17])[cH:15][cH:16]2)[cH:7][cH:8][cH:9]1)=[O:21].[Sn:22]([Cl:23])[Cl:24]>>[CH3:1][O:2][C:3]([c:4]1[cH:5][c:6]([O:10][c:11]2[c:12]([NH2:18])[cH:13][c:14]([Cl:17])[cH:15][cH:16]2)[cH:7][cH:8][cH:9]1)=[O:21].